This data is from the Open Reaction Database (ORD), a public repository of structured organic reaction records. The task is: describe an organic reaction: reactants, conditions, products, and yield The solvent is CCO (EtOH). The reactants are FC1=C(C=C(C(=O)O)C=C1)[N+](=O)[O-] (4-fluoro-3-nitrobenzoic acid), NCC(O)C1=CC=CC=C1 (2-amino-1-phenylethanol), C(C)(C)N(C(C)C)CC (N,N-diisopropylethylamine). RXN SMILES: F[C:2]1[CH:10]=[CH:9][C:5]([C:6]([OH:8])=[O:7])=[CH:4][C:3]=1[N+:11]([O-:13])=[O:12].[NH2:14][CH2:15][CH:16]([C:18]1[CH:23]=[CH:22][CH:21]=[CH:20][CH:19]=1)[OH:17].C(N(CC)C(C)C)(C)C>CCO>[OH:17][CH:16]([C:18]1[CH:23]=[CH:22][CH:21]=[CH:20][CH:19]=1)[CH2:15][NH:14][C:2]1[CH:10]=[CH:9][C:5]([C:6]([OH:8])=[O:7])=[CH:4][C:3]=1[N+:11]([O-:13])=[O:12]. The product is OC(CNC1=C(C=C(C(=O)O)C=C1)[N+](=O)[O-])C1=CC=CC=C1 (4-[(2-hydroxy-2-phenylethyl)amino]-3-nitrobenzoic acid). Procedure details: A flask, containing 4-fluoro-3-nitrobenzoic acid (8.00 g, 43.2 mmol) and 2-amino-1-phenylethanol (8.89 g, 64.8 mmol) dissolved in EtOH (80 mL), was purged with N2. Anh. N,N-diisopropylethylamine (19 mL, 108 mmol) was added and the reaction mixture was heated at reflux for 24 h. Later the reaction was cooled to rt and concentrated under reduced pressure. The solid residue was dissolved in EtOAc, washed (1 M aq HCl (3×), H2O (2×), brine), dried (Na2SO4) and evaporated to dryness to afford the titl...